From a dataset of the Open Reaction Database (ORD), a public repository of structured organic reaction records. describe an organic reaction: reactants, conditions, products, and yield Reactants: BrC1=NC(=C2N1CCN(C2)C)C(=O)N[C@H](C(=O)NC)CC(C)C ((S)-3-bromo-7-methyl-N-(4-methyl-1-(methylamino)-1-oxopentan-2-yl)-5,6,7,8-tetrahydroimidazo[1,5-a]pyrazine-1-carboxamide), C([O-])([O-])=O.[K+].[K+] (potassium carbonate), C1(=CC=CC=C1)B(O)O (phenylboronic acid), thiol. Reagents/catalysts: C=1C=CC(=CC1)[P](C=2C=CC=CC2)(C=3C=CC=CC3)[Pd]([P](C=4C=CC=CC4)(C=5C=CC=CC5)C=6C=CC=CC6)([P](C=7C=CC=CC7)(C=8C=CC=CC8)C=9C=CC=CC9)[P](C=1C=CC=CC1)(C=1C=CC=CC1)C=1C=CC=CC1 (palladium tetrakis), [Pd] (palladium). The solvent is O1CCOCC1 (dioxane), O (water). Run at temperature 100 celsius. Product: CN1CC=2N(CC1)C(=NC2C(=O)N[C@H](C(=O)NC)CC(C)C)C2=CC=CC=C2 ((S)-7-methyl-N-(4-methyl-1-(methylamino)-1-oxopentan-2-yl)-3-phenyl-5,6,7,8-tetrahydroimidazo[1,5-a]pyrazine-1-carboxamide), product. The yield is 56.0%. RXN SMILES: Br[C:2]1[N:6]2[CH2:7][CH2:8][N:9]([CH3:11])[CH2:10][C:5]2=[C:4]([C:12]([NH:14][C@@H:15]([CH2:20][CH:21]([CH3:23])[CH3:22])[C:16]([NH:18][CH3:19])=[O:17])=[O:13])[N:3]=1.C(=O)([O-])[O-].[K+].[K+].[C:30]1(B(O)O)[CH:35]=[CH:34][CH:33]=[CH:32][CH:31]=1>O1CCOCC1.O.C1C=CC([P]([Pd]([P](C2C=CC=CC=2)(C2C=CC=CC=2)C2C=CC=CC=2)([P](C2C=CC=CC=2)(C2C=CC=CC=2)C2C=CC=CC=2)[P](C2C=CC=CC=2)(C2C=CC=CC=2)C2C=CC=CC=2)(C2C=CC=CC=2)C2C=CC=CC=2)=CC=1.[Pd]>[CH3:11][N:9]1[CH2:8][CH2:7][N:6]2[C:2]([C:30]3[CH:35]=[CH:34][CH:33]=[CH:32][CH:31]=3)=[N:3][C:4]([C:12]([NH:14][C@@H:15]([CH2:20][CH:21]([CH3:23])[CH3:22])[C:16]([NH:18][CH3:19])=[O:17])=[O:13])=[C:5]2[CH2:10]1 |f:1.2.3,^1:49,51,70,89|. Procedure: A mixture of intermediate 20D (50 mg, 0.13 mmol), potassium carbonate (32 mg, 0.23 mmol), phenylboronic acid (0.20 mmol) and palladium tetrakis (8 mg) in dioxane (1.0 mL) and water (0.5 mL) was heated at 100° C. in a sealed vial overnight. After cooling down to room temperature, the mixture was passed through a thiol-based palladium scavenger. The residue was concentrated to dryness, to which MeOH (0.5 mL) was added. The solution was filtered to remove insoluble material and purified by preparat... Starting materials: CS(=O)(=O)Cl, Cc1cccnc1C(C)O, ClCCl, [Na+], O=C([O-])O. The product is Cc1cccnc1C(C)OS(C)(=O)=O. As a reaction SMILES: [CH3:11][S:12]([Cl:13])(=[O:14])=[O:15].[CH3:1][c:2]1[c:3]([CH:8]([CH3:9])[OH:10])[n:4][cH:5][cH:6][cH:7]1.[Cl:16][CH2:17][Cl:18].[Na+:23].[O-:19][C:20]([OH:21])=[O:22]>>[CH3:1][c:2]1[c:3]([CH:8]([CH3:9])[O:10][S:12]([CH3:11])(=[O:14])=[O:15])[n:4][cH:5][cH:6][cH:7]1. The reactants are CCO, CC#N, O=C[O-], Cc1c2c(nn1-c1ccccc1)c(Cl)nc1ccccc12, [NH4+]. The product is Cc1c2c(cnc3ccccc32)nn1-c1ccccc1. RXN SMILES: [CH3:26][CH2:27][OH:28].[CH3:29][C:30]#[N:31].[CH:22]([O-:23])=[O:24].[Cl:1][c:2]1[n:3][c:4]2[cH:5][cH:6][cH:7][cH:8][c:9]2[c:10]2[c:11]1[n:12][n:13](-[c:16]1[cH:17][cH:18][cH:19][cH:20][cH:21]1)[c:14]2[CH3:15].[NH4+:25]>>[cH:2]1[n:3][c:4]2[cH:5][cH:6][cH:7][cH:8][c:9]2[c:10]2[c:11]1[n:12][n:13](-[c:16]1[cH:17][cH:18][cH:19][cH:20][cH:21]1)[c:14]2[CH3:15]. The reactants are N1(CCNCC1)CC(=O)N1C2=C(NC(C3=C1C=CC=C3)=O)C=CC=N2 (5,11-dihydro-11-[(1-piperazinyl)acetyl]-6H-pyrido-[2,3-b][1,4]benzodiazepin-6-one), C([O-])([O-])=O.[Na+].[Na+] (sodium carbonate), C(C=CC1=CC=CC=C1)Br (cinnamyl bromide). Run in C(CC)O (n-propanol). Yields the product C(C=CC1=CC=CC=C1)N1CCN(CC1)CC(=O)N1C2=C(NC(C3=C1C=CC=C3)=O)C=CC=N2 (11-[(4-Cinnamyl-1-piperazinyl)acetyl]-5,11-dihydro-6H-pyrido-[2,3-b][1,4]benzodiazepin-6-one). RXN SMILES: [N:1]1([CH2:7][C:8]([N:10]2[C:16]3[CH:17]=[CH:18][CH:19]=[CH:20][C:15]=3[C:14](=[O:21])[NH:13][C:12]3[CH:22]=[CH:23][CH:24]=[N:25][C:11]2=3)=[O:9])[CH2:6][CH2:5][NH:4][CH2:3][CH2:2]1.C(=O)([O-])[O-].[Na+].[Na+].[CH2:32](Br)[CH:33]=[CH:34][C:35]1[CH:40]=[CH:39][CH:38]=[CH:37][CH:36]=1>C(O)CC>[CH2:32]([N:4]1[CH2:5][CH2:6][N:1]([CH2:7][C:8]([N:10]2[C:16]3[CH:17]=[CH:18][CH:19]=[CH:20][C:15]=3[C:14](=[O:21])[NH:13][C:12]3[CH:22]=[CH:23][CH:24]=[N:25][C:11]2=3)=[O:9])[CH2:2][CH2:3]1)[CH:33]=[CH:34][C:35]1[CH:40]=[CH:39][CH:38]=[CH:37][CH:36]=1 |f:1.2.3|. Procedure: 5.05 gm of 5,11-dihydro-11-[(1-piperazinyl)acetyl]-6H-pyrido-[2,3-b][1,4]benzodiazepin-6-one, 1.6 gm of sodium carbonate and 3.7 gm of cinnamyl bromide were refluxed in 80 ml of n-propanol for 3.5 hours. After evaporation, the residue was dissolved in chloroform/water. The organic phase was dried with sodium sulfate, the chloroform was distilled off, and the residue was purified on a silica gel column. After recrystallization from ethyl acetate. Starting materials: C[Al](C)C (Trimethylaluminum), N (ammonia), O1CCOCC1 (dioxane), ClC=1C=C(C(=O)[O-])C=CC1NC1=NC=CC(=N1)C1=CC=CC=C1 (3-chloro-4-(4-phenylpyrimidin-2-ylamino)benzoate), ester. The solvent is C(Cl)Cl (CH2Cl2). Conditions: time 15 minute. Product: ClC=1C=C(C(=O)N)C=CC1NC1=NC=CC(=N1)C1=CC=CC=C1 (3-chloro-4-(4-phenylpyrimidin-2-ylamino)benzamide). As a reaction SMILES: C[Al](C)C.[NH3:5].O1CCOCC1.[Cl:12][C:13]1[CH:14]=[C:15]([CH:19]=[CH:20][C:21]=1[NH:22][C:23]1[N:28]=[C:27]([C:29]2[CH:34]=[CH:33][CH:32]=[CH:31][CH:30]=2)[CH:26]=[CH:25][N:24]=1)[C:16]([O-])=[O:17]>C(Cl)Cl>[Cl:12][C:13]1[CH:14]=[C:15]([CH:19]=[CH:20][C:21]=1[NH:22][C:23]1[N:28]=[C:27]([C:29]2[CH:34]=[CH:33][CH:32]=[CH:31][CH:30]=2)[CH:26]=[CH:25][N:24]=1)[C:16]([NH2:5])=[O:17]. Procedure: Trimethylaluminum (0.8 mL, 2.0 mmol, 2.5M in hexanes) was slowly added to a solution of ammonia in dioxane (4 mL, 0.5 mmol) under argon at room temperature. After stirring for 15 min at room temperature, 3-chloro-4-(4-phenylpyrimidin-2-ylamino)benzoate (0.67 g, 2.0 mmol) in CH2Cl2 was added slowly. The mixture was stirred at room temperature until the ester had been consumed as judged by analytical HPLC analysis. The reaction was quenched with 1 N HCl and the layers were separated. The aqueous l... The reactants are C(C1=CC=CC=C1)N1C(=CC=C1)C(=O)O (1-benzyl-pyrrole-2-carboxylic acid), C(C)OC(CC=1N=C(SC1)N)=O (2-aminothiazol-4-yl acetic acid ethyl ester). Yields the product C(C)OC(CC=1N=C(SC1)NC(=O)C=1N(C=CC1)CC1=CC=CC=C1)=O ((2-{[1-(Benzyl)-1H-pyrrole-2-carbonyl]-amino}-thiazol-4-yl) acetic acid ethyl ester). The yield is 65.0%. Reaction SMILES: [CH2:1]([N:8]1[CH:12]=[CH:11][CH:10]=[C:9]1[C:13]([OH:15])=O)[C:2]1[CH:7]=[CH:6][CH:5]=[CH:4][CH:3]=1.[CH2:16]([O:18][C:19](=[O:27])[CH2:20][C:21]1[N:22]=[C:23]([NH2:26])[S:24][CH:25]=1)[CH3:17]>>[CH2:16]([O:18][C:19](=[O:27])[CH2:20][C:21]1[N:22]=[C:23]([NH:26][C:13]([C:9]2[N:8]([CH2:1][C:2]3[CH:3]=[CH:4][CH:5]=[CH:6][CH:7]=3)[CH:12]=[CH:11][CH:10]=2)=[O:15])[S:24][CH:25]=1)[CH3:17]. Procedure: (2-{[1-(Benzyl)-1H-pyrrole-2-carbonyl]-amino}-thiazol-4-yl) acetic acid ethyl ester (60 mg) was prepared from 1-benzyl-pyrrole-2-carboxylic acid (50 mg, 0.25 mmol) and 2-aminothiazol-4-yl acetic acid ethyl ester (47 mg, 0.25 mmol) following general procedure F. Reactants: IC1=C(C=CC=C1)OC (2-iodoanisole), CC(C#C)(OC1=CC=C(C#N)C=C1)C (4-(1,1-dimethyl-2-propynyloxy)benzonitrile). The reagents and catalysts are [Pd](Cl)Cl (palladium(II) chloride), [Cu]I (copper(I) iodide), C1(=CC=CC=C1)P(C1=CC=CC=C1)C1=CC=CC=C1 (triphenylphosphine). Run in C(C)NCC (diethylamine). Reaction conditions: time 48 hour. Product: CC(C#CC1=C(C=CC=C1)OC)(OC1=CC=C(C#N)C=C1)C (4-[1,1-dimethyl-3-(2-methoxyphenyl)-2-propynyloxy]benzonitrile). The yield is 34.0%. RXN SMILES: I[C:2]1[CH:7]=[CH:6][CH:5]=[CH:4][C:3]=1[O:8][CH3:9].[CH3:10][C:11]([CH3:23])([O:14][C:15]1[CH:22]=[CH:21][C:18]([C:19]#[N:20])=[CH:17][CH:16]=1)[C:12]#[CH:13]>C(NCC)C.[Pd](Cl)Cl.[Cu]I.C1(P(C2C=CC=CC=2)C2C=CC=CC=2)C=CC=CC=1>[CH3:10][C:11]([CH3:23])([O:14][C:15]1[CH:16]=[CH:17][C:18]([C:19]#[N:20])=[CH:21][CH:22]=1)[C:12]#[C:13][C:2]1[CH:7]=[CH:6][CH:5]=[CH:4][C:3]=1[O:8][CH3:9]. Procedure: 2.34 g of 2-iodoanisole were added at room temperature to a solution of 9 mg of palladium(II) chloride, 26 mg of triphenylphosphine and 19 mg of copper(I) iodide in 25 ml of diethylamine. This mixture was treated with 1.85 g of 4-(1,1-dimethyl-2-propynyloxy)benzonitrile and the resulting mixture was stirred for 48 hours. The mixture was evaporated and the residue was dissolved in a mixture of ethyl acetate and water. The organic phase was separated, dried over sodium sulphate and evaporated. The...